describe an organic reaction: reactants, conditions, products, and yield From a dataset of the Open Reaction Database (ORD), a public repository of structured organic reaction records. The reactants are NC1=CC(=NC2=CC(=C(C=C12)O)OC)N1CCN(CCC1)C(=O)N1CCOCC1 (4-Amino-6-hydroxy-7-methoxy-2-[4-(4-morpholinecarbonyl)-1,4-diazepan-1-yl]quinoline), C1(CCC1)Br (cyclobutyl bromide), [H-].[Na+] (sodium hydride). Solvent: CN(C=O)C (dimethylformamide). Reaction conditions: temperature 50 celsius, time 18 hour. The product is NC1=CC(=NC2=CC(=C(C=C12)OC1CCC1)OC)N1CCN(CCC1)C(=O)N1CCOCC1 (4-Amino-6-cyclobutyloxy-7-methoxy-2-[4-(4-morpholinecarbonyl)-1,4-diazepan-1-yl]quinoline). Isolated yield 35.1%. As a reaction SMILES: [NH2:1][C:2]1[C:11]2[C:6](=[CH:7][C:8]([O:13][CH3:14])=[C:9]([OH:12])[CH:10]=2)[N:5]=[C:4]([N:15]2[CH2:21][CH2:20][CH2:19][N:18]([C:22]([N:24]3[CH2:29][CH2:28][O:27][CH2:26][CH2:25]3)=[O:23])[CH2:17][CH2:16]2)[CH:3]=1.[CH:30]1(Br)[CH2:33][CH2:32][CH2:31]1.[H-].[Na+]>CN(C)C=O>[NH2:1][C:2]1[C:11]2[C:6](=[CH:7][C:8]([O:13][CH3:14])=[C:9]([O:12][CH:30]3[CH2:33][CH2:32][CH2:31]3)[CH:10]=2)[N:5]=[C:4]([N:15]2[CH2:21][CH2:20][CH2:19][N:18]([C:22]([N:24]3[CH2:25][CH2:26][O:27][CH2:28][CH2:29]3)=[O:23])[CH2:17][CH2:16]2)[CH:3]=1 |f:2.3|. Reported procedure: 4-Amino-6-hydroxy-7-methoxy-2-[4-(4-morpholinecarbonyl)-1,4-diazepan-1-yl]quinoline (200 mg, 0.0005 mol) and cyclobutyl bromide (75 mg, 0.00055 mol) were added to a suspension of sodium hydride (20 mg, 0.0005 mol) in dimethylformamide (5 ml), and the reaction stirred under a nitrogen atmosphere at 50° C. for 18 hours. On cooling, the mixture was partitioned between ethyl acetate (15 ml) and water (15 ml), and the aqueous layer further extracted with ethyl acetate (30 ml). The combined organic ex... Reactants: COC[P+](c1ccccc1)(c1ccccc1)c1ccccc1, CC(C)[N-]C(C)C, COC(=O)c1cc(C=O)c[nH]1, [Cl-], [Li+], C1CCOC1, O. The product is COC=Cc1c[nH]c(C(=O)OC)c1. Reaction SMILES: [CH3:2][O:3][CH2:4][P+:5]([c:6]1[cH:7][cH:8][cH:9][cH:10][cH:11]1)([c:12]1[cH:13][cH:14][cH:15][cH:16][cH:17]1)[c:18]1[cH:19][cH:20][cH:21][cH:22][cH:23]1.[CH:24]([N-:25][CH:26]([CH3:27])[CH3:28])([CH3:29])[CH3:30].[CH:32](=[O:33])[c:34]1[cH:35][c:36]([C:39](=[O:40])[O:41][CH3:42])[nH:37][cH:38]1.[Cl-:1].[Li+:31].[O:44]1[CH2:45][CH2:46][CH2:47][CH2:48]1.[OH2:43]>>[CH3:2][O:3][CH:4]=[CH:32][c:34]1[cH:35][c:36]([C:39](=[O:40])[O:41][CH3:42])[nH:37][cH:38]1. The product is CCOc1cc(C(C)(C)C#N)ccc1C1=NC(C)(c2ccc(Cl)cc2)C(C)(c2ccc(Cl)cc2)N1C(=O)N1CCN(C2CCS(=O)(=O)CC2)CC1. As a reaction SMILES: [Cl:1][c:2]1[cH:3][cH:4][c:5]([C:8]2([CH3:38])[N:9]=[C:10]([c:24]3[c:25]([O:35][CH2:36][CH3:37])[cH:26][c:27]([C:30]([CH3:31])([CH3:32])[C:33]#[N:34])[cH:28][cH:29]3)[N:11]([C:21](=[O:22])[Cl:23])[C:12]2([CH3:13])[c:14]2[cH:15][cH:16][c:17]([Cl:20])[cH:18][cH:19]2)[cH:6][cH:7]1.[ClH:39].[ClH:40].[O:41]=[S:42]1(=[O:54])[CH2:43][CH2:44][CH:45]([N:48]2[CH2:49][CH2:50][NH:51][CH2:52][CH2:53]2)[CH2:46][CH2:47]1>>[Cl:1][c:2]1[cH:3][cH:4][c:5]([C:8]2([CH3:38])[N:9]=[C:10]([c:24]3[c:25]([O:35][CH2:36][CH3:37])[cH:26][c:27]([C:30]([CH3:31])([CH3:32])[C:33]#[N:34])[cH:28][cH:29]3)[N:11]([C:21](=[O:22])[N:51]3[CH2:50][CH2:49][N:48]([CH:45]4[CH2:44][CH2:43][S:42](=[O:41])(=[O:54])[CH2:47][CH2:46]4)[CH2:53][CH2:52]3)[C:12]2([CH3:13])[c:14]2[cH:15][cH:16][c:17]([Cl:20])[cH:18][cH:19]2)[cH:6][cH:7]1. Reactants: CCOc1cc(C(C)(C)C#N)ccc1C1=NC(C)(c2ccc(Cl)cc2)C(C)(c2ccc(Cl)cc2)N1C(=O)Cl, Cl, Cl, O=S1(=O)CCC(N2CCNCC2)CC1. The reactants are C(C)(C)(C)OC(=O)N1CCN(CC1)S(=O)(=O)C1=C(C(=CC=C1Cl)N)O (4-(3-Amino-6-chloro-2-hydroxy-benzenesulfonyl)-piperazine-1-carboxylic acid tert-butyl ester), ClC=1C(=C(C(=O)N=[N+]=[N-])C=CC1)F (3-chloro-2-fluoro-benzoyl azide), CN(C=O)C (N,N-dimethylformamide). Run in C(C)(=O)OCC (ethyl acetate). The product is C(C)(C)(C)OC(=O)N1CCN(CC1)S(=O)(=O)C1=C(C(=CC=C1Cl)NC(=O)NC1=C(C(=CC=C1)F)Cl)O (4-(6-chloro-3-[3-(2-chloro-3-fluorophenyl)-ureido]-2-hydroxy-benzenesulfonyl)-piperazine-1-carboxylic acid tert-butyl ester). The yield is 66.0%. Reaction SMILES: [C:1]([O:5][C:6]([N:8]1[CH2:13][CH2:12][N:11]([S:14]([C:17]2[C:22]([Cl:23])=[CH:21][CH:20]=[C:19]([NH2:24])[C:18]=2[OH:25])(=[O:16])=[O:15])[CH2:10][CH2:9]1)=[O:7])([CH3:4])([CH3:3])[CH3:2].[Cl:26][C:27]1[C:28]([F:38])=[C:29]([CH:35]=[CH:36][CH:37]=1)C(N=[N+]=[N-])=O.C[N:40](C)[CH:41]=[O:42]>C(OCC)(=O)C>[C:1]([O:5][C:6]([N:8]1[CH2:9][CH2:10][N:11]([S:14]([C:17]2[C:22]([Cl:23])=[CH:21][CH:20]=[C:19]([NH:24][C:41]([NH:40][C:37]3[CH:36]=[CH:35][CH:29]=[C:28]([F:38])[C:27]=3[Cl:26])=[O:42])[C:18]=2[OH:25])(=[O:15])=[O:16])[CH2:12][CH2:13]1)=[O:7])([CH3:4])([CH3:2])[CH3:3]. Procedure: A solution of 1d (3.8 g, 9.7 mmol) and 3-chloro-2-fluorobenzoyl azide (1b) (2.9 g, 14.5 mmol) in 5 mL of N,N-dimethylformamide was stirred at room temperature for 18 h. The mixture was diluted with ethyl acetate and washed with water to give the crude material. Purification by column chromatography on silica gel, eluting with ethyl acetate/hexane (20/80, v/v), gave 3.6 g (66%) of 1e. LC-MS (m/z) 562.8 (M+H). The reactants are [OH-].[Na+] (Sodium hydroxide), [O-]S(=O)(=O)C(F)(F)F.OC1=CC=C(C=C1)[S+](C1=CC=CC=C1)C1=CC=C(C=C1)O (bis(4-hydroxyphenyl)phenylsulfonium triflate), CS(=O)C (DMSO), ClCCOC=C (2-chloroethyl vinylether), CCOCC (ether), C(C)OCC (diethyl ether). Solvent: O (DI water). Run at temperature 60 celsius, time 5 hour. Yields the product [O-]S(=O)(=O)C(F)(F)F.C(=C)OCCOC1=CC=C(C=C1)[S+](C1=CC=CC=C1)C1=CC=C(C=C1)OCCOC=C (bis(4-vinyloxyethyloxyphenyl)phenylsulfonium triflate). The yield is 61.5%. Reaction SMILES: [OH-].[Na+].[O-:3][S:4]([C:7]([F:10])([F:9])[F:8])(=[O:6])=[O:5].[OH:11][C:12]1[CH:17]=[CH:16][C:15]([S+:18]([C:25]2[CH:30]=[CH:29][C:28]([OH:31])=[CH:27][CH:26]=2)[C:19]2[CH:24]=[CH:23][CH:22]=[CH:21][CH:20]=2)=[CH:14][CH:13]=1.CS(C)=O.Cl[CH2:37][CH2:38][O:39][CH:40]=[CH2:41].[CH3:42][CH2:43][O:44][CH2:45][CH3:46]>O>[O-:6][S:4]([C:7]([F:10])([F:9])[F:8])(=[O:5])=[O:3].[CH:40]([O:39][CH2:38][CH2:37][O:11][C:12]1[CH:17]=[CH:16][C:15]([S+:18]([C:25]2[CH:26]=[CH:27][C:28]([O:31][CH2:46][CH2:45][O:44][CH:43]=[CH2:42])=[CH:29][CH:30]=2)[C:19]2[CH:24]=[CH:23][CH:22]=[CH:21][CH:20]=2)=[CH:14][CH:13]=1)=[CH2:41] |f:0.1,2.3,8.9|. Procedure details: A 3-neck-round bottom flask was fitted with a condenser, an addition funnel, nitrogen source, and a magnetic bar. Sodium hydroxide (8.64 g, 0.216 mol), bis(4-hydroxyphenyl)phenylsulfonium triflate (16 g, 0.036 mol) and DMSO (90 ml) were added to a round bottom flask under N2. The mixture was heated to 60° C. for 1 hour. 2-chloroethyl vinylether (23 g, 0.216 mol) was added dropwise to the mixture via the addition funnel. The temperature was then increased to 80° C. and the reaction was held at th... Reactants: CN1CCCC1=O, CCN(C(C)C)C(C)C, Cc1cc2nc(NC(=O)c3ccc(C(C)(C)O)cc3)cc(Cl)n2n1, CC(C)(C)OC(=O)NC1CCNCC1. Yields the product Cc1cc2nc(NC(=O)c3ccc(C(C)(C)O)cc3)cc(N3CCC(NC(=O)OC(C)(C)C)CC3)n2n1. Reaction SMILES: [CH3:48][N:49]1[CH2:50][CH2:51][CH2:52][C:53]1=[O:54].[CH:39]([N:40]([CH:41]([CH3:42])[CH3:43])[CH2:44][CH3:45])([CH3:46])[CH3:47].[Cl:1][c:2]1[cH:3][c:4]([NH:12][C:13]([c:14]2[cH:15][cH:16][c:17]([C:20]([CH3:21])([CH3:22])[OH:23])[cH:18][cH:19]2)=[O:24])[n:5][c:6]2[n:7]1[n:8][c:9]([CH3:11])[cH:10]2.[NH:25]1[CH2:26][CH2:27][CH:28]([NH:31][C:32]([O:33][C:34]([CH3:35])([CH3:36])[CH3:37])=[O:38])[CH2:29][CH2:30]1>>[c:2]1([N:25]2[CH2:26][CH2:27][CH:28]([NH:31][C:32]([O:33][C:34]([CH3:35])([CH3:36])[CH3:37])=[O:38])[CH2:29][CH2:30]2)[cH:3][c:4]([NH:12][C:13]([c:14]2[cH:15][cH:16][c:17]([C:20]([CH3:21])([CH3:22])[OH:23])[cH:18][cH:19]2)=[O:24])[n:5][c:6]2[n:7]1[n:8][c:9]([CH3:11])[cH:10]2. Starting materials: C(C)(=O)C=1C=C(C=C(C1)C(F)(F)F)C=1N=C(OC1)CCC(=O)OC (methyl 3-(4-(3-acetyl-5-(trifluoromethyl)phenyl)oxazol-2-yl)propanoate), ClC=1C=C(C=C(C1)C(F)(F)F)C=1N=C(OC1)CCC(=O)O (3-(4-(3-chloro-5-(trifluoromethyl)phenyl)oxazol-2-yl)propanoic acid). Yields the product C(C)(=O)C=1C=C(C=C(C1)C(F)(F)F)C=1N=C(OC1)CCC(=O)O (3-(4-(3-acetyl-5-(trifluoromethyl)phenyl)oxazol-2-yl)propanoic acid). The yield is 70.0%. Reaction SMILES: [C:1]([C:4]1[CH:5]=[C:6]([C:14]2[N:15]=[C:16]([CH2:19][CH2:20][C:21]([O:23]C)=[O:22])[O:17][CH:18]=2)[CH:7]=[C:8]([C:10]([F:13])([F:12])[F:11])[CH:9]=1)(=[O:3])[CH3:2].ClC1C=C(C2N=C(CCC(O)=O)OC=2)C=C(C(F)(F)F)C=1>>[C:1]([C:4]1[CH:5]=[C:6]([C:14]2[N:15]=[C:16]([CH2:19][CH2:20][C:21]([OH:23])=[O:22])[O:17][CH:18]=2)[CH:7]=[C:8]([C:10]([F:13])([F:11])[F:12])[CH:9]=1)(=[O:3])[CH3:2]. Procedure details: The title compound was prepared from methyl 3-(4-(3-acetyl-5-(trifluoromethyl)phenyl)oxazol-2-yl)propanoate (Reference Example 51) by a procedure similar to the one described for 3-(4-(3-chloro-5-(trifluoromethyl)phenyl)oxazol-2-yl)propanoic acid (Reference example 52) to provide 3-(4-(3-acetyl-5-(trifluoromethyl)phenyl)oxazol-2-yl)propanoic acid (0.081 g, 70%) as a white solid.